This data is from the Open Reaction Database (ORD), a public repository of structured organic reaction records. The task is: describe an organic reaction: reactants, conditions, products, and yield Reactants: ClC=1C=C(C(=O)OO)C=CC1 (m-chloroperoxybenzoic acid), ClC1=CC=C(C=C1)S(=O)C(C1=C(C=C(C=C1)Cl)Cl)N1C=NC=C1 (1[α-(4-chlorophenylsulfinyl)-2,4-dichlorobenzyl]imidazole), [N+](=O)(O)[O-] (nitric acid). Solvent: CCOCC (ether), C(Cl)Cl (methylene chloride). Conditions: time 8 hour. The product is [N+](=O)([O-])[O-].ClC1=CC=C(C=C1)S(=O)(=O)C(C1=C(C=C(C=C1)Cl)Cl)[N+]1=CNC=C1 (1-[α-(4-chlorophenylsulfonyl)-2,4-dichlorobenzyl]imidazolium nitrate). As a reaction SMILES: [Cl:1][C:2]1[CH:7]=[CH:6][C:5]([S:8]([CH:10]([N:19]2[CH:23]=[CH:22][N:21]=[CH:20]2)[C:11]2[CH:16]=[CH:15][C:14]([Cl:17])=[CH:13][C:12]=2[Cl:18])=[O:9])=[CH:4][CH:3]=1.ClC1C=C(C=CC=1)C(OO)=[O:29].[N+:35]([O-:38])([OH:37])=[O:36]>C(Cl)Cl.CCOCC>[N+:35]([O-:38])([O-:37])=[O:36].[Cl:1][C:2]1[CH:7]=[CH:6][C:5]([S:8]([CH:10]([N+:19]2[CH:23]=[CH:22][NH:21][CH:20]=2)[C:11]2[CH:16]=[CH:15][C:14]([Cl:17])=[CH:13][C:12]=2[Cl:18])(=[O:29])=[O:9])=[CH:4][CH:3]=1 |f:5.6|. Reported procedure: To a solution of 5 g (0.013 mole) of 1[α-(4-chlorophenylsulfinyl)-2,4-dichlorobenzyl]imidazole dissolved in 50 ml of methylene chloride is added 2.7 g (0.013 mole) of m-chloroperoxybenzoic acid in small portions at 0°. The reaction mixture is stirred at room temperature overnight. Concentrated nitric acid is added dropwise until the solution becomes acidic. When the reaction mixture is diluted with anhydrous ether, a white precipitate forms which is collected by filtration to give 4 g of desired... The reactants are C(C1=CC=CC=C1)OC1=C2N(C(=NC1=O)CC1(CCCC1)C1=NC=CC=C1)CCN(C2=O)C2CC2 (9-benzyloxy-2-cyclopropyl-6-(1-pyridin-2-yl-cyclopentylmethyl)-3,4-dihydro-2H-pyrazino[1,2-c]pyrimidine-1,8-dione). Run in C(C)(=O)O (acetic acid), OS(=O)(=O)O (H2SO4). Reaction conditions: time 2 hour. Product: C1(CC1)N1C(C=2N(C(=NC(C2O)=O)CC2(CCCC2)C2=NC=CC=C2)CC1)=O (2-cyclopropyl-9-hydroxy-6-(1-pyridin-2-yl-cyclopentylmethyl)-3,4-dihydro-2H-pyrazino[1,2-c]pyrimidine-1,8-dione). Isolated yield 8.6%. RXN SMILES: C([O:8][C:9]1[C:14](=[O:15])[N:13]=[C:12]([CH2:16][C:17]2([C:22]3[CH:27]=[CH:26][CH:25]=[CH:24][N:23]=3)[CH2:21][CH2:20][CH2:19][CH2:18]2)[N:11]2[CH2:28][CH2:29][N:30]([CH:33]3[CH2:35][CH2:34]3)[C:31](=[O:32])[C:10]=12)C1C=CC=CC=1>C(O)(=O)C.OS(O)(=O)=O>[CH:33]1([N:30]2[CH2:29][CH2:28][N:11]3[C:12]([CH2:16][C:17]4([C:22]5[CH:27]=[CH:26][CH:25]=[CH:24][N:23]=5)[CH2:21][CH2:20][CH2:19][CH2:18]4)=[N:13][C:14](=[O:15])[C:9]([OH:8])=[C:10]3[C:31]2=[O:32])[CH2:34][CH2:35]1. Reported procedure: To a stirred solution of 9-benzyloxy-2-cyclopropyl-6-(1-pyridin-2-yl-cyclopentylmethyl)-3,4-dihydro-2H-pyrazino[1,2-c]pyrimidine-1,8-dione (452) (250 mg, crude) in acetic acid (4 mL), concentrated H2SO4 (0.001 mL) was added and the reaction mixture was stirred for 2 h at room temperature (monitored by LC-MS). Volatiles were removed from the reaction mixture ant the residue was quenched with ice water (10 mL). The pH of the mixture was adjusted to 8 using NaHCO3 and extracted with 10% methanol in...